From a dataset of the Open Reaction Database (ORD), a public repository of structured organic reaction records. describe an organic reaction: reactants, conditions, products, and yield Reactants: CC1=C(C=CC=C1)CC(=O)OCC (ethyl (2-methylphenyl)acetate), COC1=NC(=NC(=C1)OC)S(=O)(=O)C (4,6-dimethoxy-2-(methylsulphonyl)pyrimidine), C(CCC)[Li] (n-Butyllithium), C(C)(C)NC(C)C (di-isopropylamine). Solvent: O1CCCC1 (tetrahydrofuran), O1CCCC1 (tetrahydrofuran). Reaction conditions: temperature -75 celsius, time 15 minute. The product is CC1=C(C=CC=C1)C(C(=O)OCC)C1=NC(=CC(=N1)OC)OC (Ethyl (2-Methylphenyl)(4,6-dimethoxypyrimidin-2-yl)acetate). Yield: 60.1%. As a reaction SMILES: C([Li])CCC.C(NC(C)C)(C)C.[CH3:13][C:14]1[CH:19]=[CH:18][CH:17]=[CH:16][C:15]=1[CH2:20][C:21]([O:23][CH2:24][CH3:25])=[O:22].[CH3:26][O:27][C:28]1[CH:33]=[C:32]([O:34][CH3:35])[N:31]=[C:30](S(C)(=O)=O)[N:29]=1>O1CCCC1>[CH3:13][C:14]1[CH:19]=[CH:18][CH:17]=[CH:16][C:15]=1[CH:20]([C:30]1[N:31]=[C:32]([O:34][CH3:35])[CH:33]=[C:28]([O:27][CH3:26])[N:29]=1)[C:21]([O:23][CH2:24][CH3:25])=[O:22]. Reported procedure: n-Butyllithium (10 ml of 2N solution in pentane) was added dropwise to a stirred solution of di-isopropylamine (2.0 g) in dry tetrahydrofuran (40 ml) under nitrogen at -10° C. After stirring at this temperature for 15 minutes, the solution was cooled to -75° C., and a solution of ethyl (2-methylphenyl)acetate (3.56 g) in tetrahydrofuran (20 ml) was added dropwise. After stirring at -75° C. for one hour, 4,6-dimethoxy-2-(methylsulphonyl)pyrimidine (4.36 g) was added in one portion, and the result... Starting materials: ClCC(=O)CCl (1,3-dichloroacetone), NC1=NC=CC=C1C (2-amino-3-methylpyridine). Run in C(C)O (ethanol). Yields the product ClCC=1N=C2N(C=CC=C2C)C1 (2-(chloromethyl)-8-methylimidazo[1,2-a]pyridine). Yield: 28.1%. RXN SMILES: [Cl:1][CH2:2][C:3]([CH2:5]Cl)=O.[NH2:7][C:8]1[C:13]([CH3:14])=[CH:12][CH:11]=[CH:10][N:9]=1>C(O)C>[Cl:1][CH2:2][C:3]1[N:7]=[C:8]2[C:13]([CH3:14])=[CH:12][CH:11]=[CH:10][N:9]2[CH:5]=1. Reported procedure: 3.81 g of 1,3-dichloroacetone and 3.24 g of 2-amino-3-methylpyridine were dissolved in 30 ml of ethanol, and the solution was heated to reflux for 5 hours. The reaction mixture was cooled to room temperature and then concentrated under reduced pressure. To the residue, 50 ml of aqueous saturated sodium hydrogen carbonate was added and the mixture was extracted with ethyl acetate. The organic layer was dried over anhydrous sodium sulfate and then concentrated under reduced pressure. The residue w... Starting materials: BrC1=NC(=C2N1C=CN=C2N)C2=CC=C(C=C2)OC2=CC=CC=C2 (3-bromo-1-(4-phenoxyphenyl)-imidazo[1,5-a]pyrazin-8-ylamine), S1C=C(C=C1)B(O)O (3-thiophenylboronic acid), C([O-])([O-])=O.[K+].[K+] (potassium carbonate), COCCOC.O (DME Water). The reagents and catalysts are C=1C=CC(=CC1)[P](C=2C=CC=CC2)(C=3C=CC=CC3)[Pd]([P](C=4C=CC=CC4)(C=5C=CC=CC5)C=6C=CC=CC6)([P](C=7C=CC=CC7)(C=8C=CC=CC8)C=9C=CC=CC9)[P](C=1C=CC=CC1)(C=1C=CC=CC1)C=1C=CC=CC1 (Pd(PPh3)4). Solvent: CN(C)C=O (DMF). Yields the product O(C1=CC=CC=C1)C1=CC=C(C=C1)C=1N=C(N2C1C(=NC=C2)N)C2=CSC=C2 (1-(4-Phenoxyphenyl)-3-thiophen-3-yl-imidazo[1,5-a]pyrazin-8-ylamine). Reaction SMILES: Br[C:2]1[N:6]2[CH:7]=[CH:8][N:9]=[C:10]([NH2:11])[C:5]2=[C:4]([C:12]2[CH:17]=[CH:16][C:15]([O:18][C:19]3[CH:24]=[CH:23][CH:22]=[CH:21][CH:20]=3)=[CH:14][CH:13]=2)[N:3]=1.[S:25]1[CH:29]=[CH:28][C:27](B(O)O)=[CH:26]1.C(=O)([O-])[O-].[K+].[K+].COCCOC.O>C1C=CC([P]([Pd]([P](C2C=CC=CC=2)(C2C=CC=CC=2)C2C=CC=CC=2)([P](C2C=CC=CC=2)(C2C=CC=CC=2)C2C=CC=CC=2)[P](C2C=CC=CC=2)(C2C=CC=CC=2)C2C=CC=CC=2)(C2C=CC=CC=2)C2C=CC=CC=2)=CC=1.CN(C=O)C>[O:18]([C:15]1[CH:16]=[CH:17][C:12]([C:4]2[N:3]=[C:2]([C:27]3[CH:28]=[CH:29][S:25][CH:26]=3)[N:6]3[CH:7]=[CH:8][N:9]=[C:10]([NH2:11])[C:5]=23)=[CH:13][CH:14]=1)[C:19]1[CH:24]=[CH:23][CH:22]=[CH:21][CH:20]=1 |f:2.3.4,5.6,^1:49,51,70,89|. Procedure details: A mixture of 3-bromo-1-(4-phenoxyphenyl)-imidazo[1,5-a]pyrazin-8-ylamine (20.0 mg, 0.0525 mmol), 3-thiophenylboronic acid (7.38 mg, 0.0577 mmol), Pd(PPh3)4 (10 mg, 0.01 mmol), potassium carbonate (21.8 mg, 0.157 mmol) and DME/Water (5:1) was microwaved at 300 watt, 100° C. for 30 min. The solution was transferred to a 20 mL vial, and 1 mL of DMF was added. The solution was concentrated in vacuo until only DMF remained. The mixture was passed through a syringe filter pad, and prepared for Gilson ...